From a dataset of the Open Reaction Database (ORD), a public repository of structured organic reaction records. describe an organic reaction: reactants, conditions, products, and yield As a reaction SMILES: [Br:22][CH2:23][c:24]1[cH:25][cH:26][cH:27][cH:28][cH:29]1.[C:30](=[O:31])([O-:32])[O-:33].[CH3:36][N:37]1[CH2:38][CH2:39][CH2:40][C:41]1=[O:42].[Cs+:34].[Cs+:35].[OH:1][c:2]1[cH:3][c:4]([CH2:8][CH2:9][CH2:10][N:11]2[C:12](=[O:21])[c:13]3[cH:14][cH:15][cH:16][cH:17][c:18]3[C:19]2=[O:20])[cH:5][cH:6][cH:7]1>>[O:1]([c:2]1[cH:3][c:4]([CH2:8][CH2:9][CH2:10][N:11]2[C:12](=[O:21])[c:13]3[cH:14][cH:15][cH:16][cH:17][c:18]3[C:19]2=[O:20])[cH:5][cH:6][cH:7]1)[CH2:23][c:24]1[cH:25][cH:26][cH:27][cH:28][cH:29]1. Product: O=C1c2ccccc2C(=O)N1CCCc1cccc(OCc2ccccc2)c1. Reactants: BrCc1ccccc1, O=C([O-])[O-], CN1CCCC1=O, [Cs+], [Cs+], O=C1c2ccccc2C(=O)N1CCCc1cccc(O)c1. Reactants: COC=1C=C(C(=O)O)C=CC1 (3-methoxybenzoic acid), N,N'-carbonyldiimidazole, NC1=NC2=NC(=CC=C2C=C1)OC (2-amino-7-methoxy-1,8-naphthyridine). The solvent is O (water), C(C)#N (acetonitrile). Conditions: temperature 4 celsius. Product: COC1=CC=C2C=CC(=NC2=N1)NC(C1=CC(=CC=C1)OC)=O (N-(7-methoxy-1,8-naphthyridin-2-yl)-3-methoxybenzamide). Yield: 70.4%. RXN SMILES: [CH3:1][O:2][C:3]1[CH:4]=[C:5]([CH:9]=[CH:10][CH:11]=1)[C:6]([OH:8])=O.[NH2:12][C:13]1[CH:22]=[CH:21][C:20]2[C:15](=[N:16][C:17]([O:23][CH3:24])=[CH:18][CH:19]=2)[N:14]=1>O.C(#N)C>[CH3:24][O:23][C:17]1[N:16]=[C:15]2[C:20]([CH:21]=[CH:22][C:13]([NH:12][C:6](=[O:8])[C:5]3[CH:9]=[CH:10][CH:11]=[C:3]([O:2][CH3:1])[CH:4]=3)=[N:14]2)=[CH:19][CH:18]=1. Procedure details: The procedure is similar to that described in Example 1, but starting with 3-methoxybenzoic acid (9.1 g), N,N'-carbonyldiimidazole (9.7 g) and 2-amino-7-methoxy-1,8-naphthyridine (7 g). The product produced by precipitation in water (13 g; m.p. approximately 75° C.) is dissolved in 90 cc of boiling acetonitrile. After 3 hours' cooling at 4° C., the crystallised solid is separated by filtration, washed with acetonitrile (3×10 cc) and dried at 50° C. under reduced pressure (0.067 kPa). N-(7-methox... The reactants are CC1=NN(C=N1)C2=C(C=C(C=C2)N)OC, C1[C@H](OC2=C(CN1CCO)C=CC(=N2)Cl)C3=CC=CC=C3. Reagents/catalysts: C(=O)([O-])[O-].[Cs+].[Cs+], C1CCC(CC1)P(C2CCCCC2)C3=CC=CC=C3C4=CC=CC=C4, CC(=O)O.CC(=O)O.[Pd]. Run in COCCOC. Run at temperature 100 celsius. Yields the product CC1=NN(C=N1)C2=C(C=C(C=C2)NC3=NC4=C(CN(C[C@H](O4)C5=CC=CC=C5)CCO)C=C3)OC. Yield: 21.3%. Procedure details: 3-methoxy-4-(3-methyl-1H-1,2,4-triazol-1-yl)aniline (67.0 mg, 0.33 mmol), (R)-2-(8-chloro-2-phenyl-2,3-dihydropyrido[3,2-f][1,4]oxazepin-4(5H)-yl)ethanol (100 mg, 0.33 mmol), Palladium acetate (7.37 mg, 0.03 mmol), 2-(Dicyclohexylphosphino)biphenyl (11.50 mg, 0.03 mmol) and Cesium carbonate (321 mg, 0.98 mmol) were added to a microwave vial. 1,2-dimethoxyethane (2 mL) was added. The reaction mixture was flushed with argon and the mixture was run in a microwave for 60 minutes at 100°C. No product... Reactants: O.NN (hydrazine hydrate), C(C=C)#N (acrylonitrile), C(C)O (ethanol), C(C1=CC=CC=C1)=O (Benzaldehyde). The product is NC1=CC(=NN1C1=CC=CC=C1)C (5-amino-1-phenyl methylpyrazole). RXN SMILES: [C:1](#[N:4])[CH:2]=[CH2:3].O.[NH2:6][NH2:7].C(=O)[C:9]1[CH:14]=[CH:13][CH:12]=[CH:11][CH:10]=1.[CH2:16](O)C>>[NH2:4][C:1]1[N:7]([C:9]2[CH:14]=[CH:13][CH:12]=[CH:11][CH:10]=2)[N:6]=[C:3]([CH3:16])[CH:2]=1 |f:1.2|. Procedure details: A mixture of acrylonitrile (15.3 g, 0.289 mol) and ethanol (75 ml) was stirred in an ice-bath and then hydrazine hydrate (15 ml, 0.3 mol) was added dropwise and the mixture was warmed to room temperature and stirred for 2 hours. Benzaldehyde (30.6 ml, 0.3 mol) was then added and the reaction mixture was stirred at room temperature for about 2 days. The react ion mixture was concentrated in vacuo and the residue was added to a solution of sodium butoxide in butanol [prepared from sodium metal (6.... Reactants: Cl (HCl), C(#N)C1=C(C=CC(=C1)C(=O)OC)C1=CC=CC=C1 (Methyl 2-cyano-4-biphenylcarboxylate), [OH-].[Na+] (sodium hydroxide), C(C)O (ethanol), [OH-].[Na+] (Sodium hydroxide). Run in ClCCl (dichloromethane), ClCCl (dichloromethane), O (water), ClCCl (Dichloromethane), CO (methanol). Run at time 2 hour. The product is C(#N)C1=C(C=CC(=C1)C(=O)O)C1=CC=CC=C1 (2-Cyano-4-biphenylcarboxylic acid). Yield: 96.4%. RXN SMILES: [C:1]([C:3]1[CH:8]=[C:7]([C:9]([O:11]C)=[O:10])[CH:6]=[CH:5][C:4]=1[C:13]1[CH:18]=[CH:17][CH:16]=[CH:15][CH:14]=1)#[N:2].C(O)C.[OH-].[Na+].Cl>CO.ClCCl.O>[C:1]([C:3]1[CH:8]=[C:7]([C:9]([OH:11])=[O:10])[CH:6]=[CH:5][C:4]=1[C:13]1[CH:18]=[CH:17][CH:16]=[CH:15][CH:14]=1)#[N:2] |f:2.3|. Procedure: To methyl 2-cyano-4-biphenylcarboxylate (D26) (935 mg, 3.94 mmol) was added ethanol (18 ml) but dissolution did not occur so dichloromethane (10 ml) was added. Sodium hydroxide (2 ml, 4.00 mmol) was then added and the reaction stirred for 2 h. To the mixture was added dichloromethane (20 mL) and 2M aqueous HCl (10 mL). The layers were separated and the aqueous extracted with further dichloromethane (20 mL). The combined organic phase was dried (phase separator) and the solvent removed in vacuo t... Reactants: CC(C)(C)OC(=O)N1CCc2nc(Br)sc2C1, Cl, C1COCCO1. Product: Brc1nc2c(s1)CNCC2, Cl. As a reaction SMILES: [Br:1][c:2]1[s:3][c:4]2[c:9]([n:10]1)[CH2:8][CH2:7][N:6]([C:11]([O:12][C:13]([CH3:14])([CH3:15])[CH3:16])=[O:17])[CH2:5]2.[ClH:18].[O:19]1[CH2:20][CH2:21][O:22][CH2:23][CH2:24]1>>[Br:1][c:2]1[s:3][c:4]2[c:9]([n:10]1)[CH2:8][CH2:7][NH:6][CH2:5]2.[ClH:18]. The yield is 94.5%. Reaction conditions: time 3 hour. Yields the product C(C1=CC=CC=C1)(C1=CC=CC=C1)OC(=O)C=1N2C([C@H]([C@H]2SCC1CCl)NC(\C(\C=1N=C(SC1Cl)NC(=O)OC(C)(C)C)=N/O[C@H](C(=O)OCC1=CC=C(C=C1)OC)CC(=O)OC(C)(C)C)=O)=O ((S)-4-tert-butyl 1-(4-methoxybenzyl) 2-(((Z)-(2-(((6R,7R)-2-((benzhydryloxy)carbonyl)-3-(chloromethyl)-8-oxo-5-thia-1-azabicyclo[4.2.0]oct-2-en-7-yl)amino)-1-(2-((tert-butoxycarbonyl)amino)-5-chlorothiazol-4-yl)-2-oxoethylidene)amino)oxy)succinate). As a reaction SMILES: [C:1]([O:5][C:6](=[O:41])[CH2:7][C@H:8]([O:21]/[N:22]=[C:23](/[C:27]1[N:28]=[C:29]([NH:33][C:34]([O:36][C:37]([CH3:40])([CH3:39])[CH3:38])=[O:35])[S:30][C:31]=1[Cl:32])\[C:24](O)=[O:25])[C:9]([O:11][CH2:12][C:13]1[CH:18]=[CH:17][C:16]([O:19][CH3:20])=[CH:15][CH:14]=1)=[O:10])([CH3:4])([CH3:3])[CH3:2].Cl.[NH2:43][C@@H:44]1[C:51](=[O:52])[N:50]2[C@@H:45]1[S:46][CH2:47][C:48]([CH2:69][Cl:70])=[C:49]2[C:53]([O:55][CH:56]([C:63]1[CH:68]=[CH:67][CH:66]=[CH:65][CH:64]=1)[C:57]1[CH:62]=[CH:61][CH:60]=[CH:59][CH:58]=1)=[O:54].P(Cl)(Cl)(=O)OC1C=CC=CC=1.CN1CCOCC1>ClCCl>[CH:56]([O:55][C:53]([C:49]1[N:50]2[C@H:45]([S:46][CH2:47][C:48]=1[CH2:69][Cl:70])[C@H:44]([NH:43][C:24](=[O:25])/[C:23](=[N:22]\[O:21][C@@H:8]([CH2:7][C:6]([O:5][C:1]([CH3:4])([CH3:3])[CH3:2])=[O:41])[C:9]([O:11][CH2:12][C:13]1[CH:18]=[CH:17][C:16]([O:19][CH3:20])=[CH:15][CH:14]=1)=[O:10])/[C:27]1[N:28]=[C:29]([NH:33][C:34]([O:36][C:37]([CH3:40])([CH3:39])[CH3:38])=[O:35])[S:30][C:31]=1[Cl:32])[C:51]2=[O:52])=[O:54])([C:57]1[CH:62]=[CH:61][CH:60]=[CH:59][CH:58]=1)[C:63]1[CH:68]=[CH:67][CH:66]=[CH:65][CH:64]=1 |f:1.2|. The reactants are CN1CCOCC1 (N-methylmorpholine), C(C)(C)(C)OC(C[C@@H](C(=O)OCC1=CC=C(C=C1)OC)O\N=C(/C(=O)O)\C=1N=C(SC1Cl)NC(=O)OC(C)(C)C)=O ((S,Z)-2-(((4-(tert-butoxy)-1-((4-methoxybenzyl)oxy)-1,4-dioxobutan-2-yl)oxy)imino)-2-(2-((tert-butoxycarbonyl)amino)-5-chlorothiazol-4-yl)acetic acid), Cl.N[C@H]1[C@H]2SCC(=C(N2C1=O)C(=O)OC(C1=CC=CC=C1)C1=CC=CC=C1)CCl ((6R,7R)-benzhydryl 7-amino-3-(chloromethyl)-8-oxo-5-thia-1-azabicyclo[4.2.0]oct-2-ene-2-carboxylate, Hydrochloride), P(OC1=CC=CC=C1)(=O)(Cl)Cl (phenyl phosphorodichloridate). Procedure details: To a suspension of (S,Z)-2-(((4-(tert-butoxy)-1-((4-methoxybenzyl)oxy)-1,4-dioxobutan-2-yl)oxy)imino)-2-(2-((tert-butoxycarbonyl)amino)-5-chlorothiazol-4-yl)acetic acid (16.7 g, 27.2 mmol) and (6R,7R)-benzhydryl 7-amino-3-(chloromethyl)-8-oxo-5-thia-1-azabicyclo[4.2.0]oct-2-ene-2-carboxylate, Hydrochloride (12.89 g, 28.6 mmol) in Dichloromethane (DCM) (210 mL) at −30° C. was added phenyl phosphorodichloridate (4.95 mL, 32.6 mmol), followed by dropwise N-methylmorpholine (8.97 mL, 82 mmol) over 1... Run in ClCCl (Dichloromethane). The reactants are Cl (HCl), [BH3-]C#N.[Na+] (NaCNBH3), C(C)OC(C(C(=O)OCC)=CC1=CN=C(S1)N)=O (2-(2-amino-thiazol-5-ylmethylene)-malonic acid diethyl ester), CC1=C(C=C(C(=C1Br)O)Br)C2(C=3C=CC=CC3S(=O)(=O)O2)C=4C=C(C(=C(C4C)Br)O)Br (Bromocresol Green). Solvent: C(C)O (ethanol). Conditions: time 5 hour. Product: C(C)OC(C(C(=O)OCC)CC1=CN=C(S1)N)=O (2-(2-amino-thiazol-5-ylmethyl)-malonic acid diethyl ester). The yield is 87.4%. Reaction SMILES: [BH3-]C#N.[Na+].[CH2:5]([O:7][C:8](=[O:22])[C:9](=[CH:15][C:16]1[S:20][C:19]([NH2:21])=[N:18][CH:17]=1)[C:10]([O:12][CH2:13][CH3:14])=[O:11])[CH3:6].CC1C(Br)=C(O)C(Br)=CC=1C1(C2C=C(Br)C(O)=C(Br)C=2C)OS(=O)(=O)C2C=CC=CC1=2.Cl>C(O)C>[CH2:5]([O:7][C:8](=[O:22])[CH:9]([CH2:15][C:16]1[S:20][C:19]([NH2:21])=[N:18][CH:17]=1)[C:10]([O:12][CH2:13][CH3:14])=[O:11])[CH3:6] |f:0.1|. Reported procedure: NaCNBH3 (1.88 g; 29.9 mmol) was added to a stirred solution of 2-(2-amino-thiazol-5-ylmethylene)-malonic acid diethyl ester (1.13 g; 4.2 mmol) in ethanol at 0° C. The pH of the solution was monitored by addition of a small amount of Bromocresol Green to the solution. Concentrated HCl was added dropwise until the solution turned yellow. The ice bath was removed, and the reaction mixture was stirred at room temperature for 5 hours. Water was added and the product was extracted with CH2Cl2. The com... The reactants are Cl (hydrochloric acid), C(Cl)(Cl)Cl (Chloroform), O (water), CC(CC=C1CCC2(OCCO2)CC1)C (8-(3-methylbutylidene)-1,4-dioxaspiro[4.5]decane). Run in O1CCCC1 (tetrahydrofuran). Reaction conditions: time 1 hour. Product: CC(CC=C1CCC(CC1)=O)C (4-(3-methylbutylidene)-1-cyclohexanone). The yield is 83.5%. As a reaction SMILES: [CH3:1][CH:2]([CH3:15])[CH2:3][CH:4]=[C:5]1[CH2:14][CH2:13][C:8]2(OCC[O:9]2)[CH2:7][CH2:6]1.Cl.C(Cl)(Cl)Cl.O>O1CCCC1>[CH3:1][CH:2]([CH3:15])[CH2:3][CH:4]=[C:5]1[CH2:6][CH2:7][C:8](=[O:9])[CH2:13][CH2:14]1. Reported procedure: In 50 ml of tetrahydrofuran is dissolved 10.0 g of 8-(3-methylbutylidene)-1,4-dioxaspiro[4.5]decane. After adding 50 ml of 6 mol/L hydrochloric acid, the mixture thus obtained is stirred at ambient temperature for one hour. Chloroform and water are added to the reaction mixture and the organic layer is separated. The organic layer thus obtained is washed with water and saturated aqueous solution of sodium chloride successively and dried over anhydrous magnesium sulfate, and then the solvent is d...